Dataset: the Open Reaction Database (ORD), a public repository of structured organic reaction records. Task: describe an organic reaction: reactants, conditions, products, and yield The reactants are CC(=O)O, COC(=O)c1[nH]c2ccccc2c1CC#N. The product is COC(=O)c1[nH]c2ccccc2c1CCN. RXN SMILES: [CH3:17][C:18](=[O:19])[OH:20].[CH3:1][O:2][C:3](=[O:4])[c:5]1[nH:6][c:7]2[cH:8][cH:9][cH:10][cH:11][c:12]2[c:13]1[CH2:14][C:15]#[N:16]>>[CH3:1][O:2][C:3](=[O:4])[c:5]1[nH:6][c:7]2[cH:8][cH:9][cH:10][cH:11][c:12]2[c:13]1[CH2:14][CH2:15][NH2:16]. The reactants are ClC1=NC(=NC(=C1C(C)C)OC)OC (4-chloro-5-isopropyl-2,6-dimethoxy-pyrimidine), C(C1=CC=CC=C1)O (benzyl alcohol), [H-].[Na+] (NaH). Solvent: CN(C)C=O (DMF). Conditions: temperature 0 celsius. Product: C(C)(C)C=1C(=NC(=NC1OC)OC)O (5-Isopropyl-2,6-dimethoxy-pyrimidin-4-ol). Reaction SMILES: Cl[C:2]1[C:7]([CH:8]([CH3:10])[CH3:9])=[C:6]([O:11][CH3:12])[N:5]=[C:4]([O:13][CH3:14])[N:3]=1.C([OH:22])C1C=CC=CC=1.[H-].[Na+]>CN(C=O)C>[CH:8]([C:7]1[C:2]([OH:22])=[N:3][C:4]([O:13][CH3:14])=[N:5][C:6]=1[O:11][CH3:12])([CH3:10])[CH3:9] |f:2.3|. Reported procedure: To a mixture of 4-chloro-5-isopropyl-2,6-dimethoxy-pyrimidine (1.4 g, 6.51 mmol, 1 eq) and benzyl alcohol (704 mg, 1.0 eq.) in 10 mL DMF, NaH (60% in mineral oil, 273 mg, 1.05 eq.) was added at 0° C. The reaction mixture was stirred at 0° C. then warmed up to room temperature. LC-MS showed that the desired product formed. The reaction mixture was then diluted with ethyl acetate, washed with water twice, dried with anhydrous magnesium sulfate, filtered, and evaporated in vacuo to give the crude p... Starting materials: CC[N+](CC)(CC)S(=O)(=O)N=C([O-])OC (Burgess' reagent), NC([C@H](CC1=CC=C(C=C1)C=1C=C2C(=NC1)C(N(C2)C)=O)NC(=O)C2(CCCCC2)NC(OC(C)(C)C)=O)=O ((S)-tert-butyl 1-(1-amino-3-(4-(6-methyl-7-oxo-6,7-dihydro-5H-pyrrolo[3,4-b]pyridin-3-yl)phenyl)-1-oxopropan-2-ylcarbamoyl)cyclohexylcarbamate). Solvent: ClCCl (dichloromethane), ClCCl (dichloromethane). Run at time 16 hour. Yields the product C(#N)[C@H](CC1=CC=C(C=C1)C=1C=C2C(=NC1)C(N(C2)C)=O)NC(=O)C2(CCCCC2)NC(OC(C)(C)C)=O ((S)-tert-Butyl 1-(1-cyano-2-(4-(6-methyl-7-oxo-6,7-dihydro-5H-pyrrolo[3,4-b]pyridin-3-yl)phenyl)ethylcarbamoyl)cyclohexylcarbamate). Yield: 95.3%. Reaction SMILES: CC[N+](S(N=C(OC)[O-])(=O)=O)(CC)CC.[NH2:16][C:17](=O)[C@@H:18]([NH:37][C:38]([C:40]1([NH:46][C:47](=[O:53])[O:48][C:49]([CH3:52])([CH3:51])[CH3:50])[CH2:45][CH2:44][CH2:43][CH2:42][CH2:41]1)=[O:39])[CH2:19][C:20]1[CH:25]=[CH:24][C:23]([C:26]2[CH:27]=[C:28]3[CH2:34][N:33]([CH3:35])[C:32](=[O:36])[C:29]3=[N:30][CH:31]=2)=[CH:22][CH:21]=1>ClCCl>[C:17]([C@@H:18]([NH:37][C:38]([C:40]1([NH:46][C:47](=[O:53])[O:48][C:49]([CH3:51])([CH3:50])[CH3:52])[CH2:45][CH2:44][CH2:43][CH2:42][CH2:41]1)=[O:39])[CH2:19][C:20]1[CH:25]=[CH:24][C:23]([C:26]2[CH:27]=[C:28]3[CH2:34][N:33]([CH3:35])[C:32](=[O:36])[C:29]3=[N:30][CH:31]=2)=[CH:22][CH:21]=1)#[N:16]. Procedure details: Burgess' reagent (348 mg) was added to (S)-tert-butyl 1-(1-amino-3-(4-(6-methyl-7-oxo-6,7-dihydro-5H-pyrrolo[3,4-b]pyridin-3-yl)phenyl)-1-oxopropan-2-ylcarbamoyl)cyclohexylcarbamate (Example 32, step (iii), 391 mg) in dichloromethane (25 mL) at 20° C. under nitrogen. The resulting solution was stirred at room temperature for 16 h. The reaction mixture was diluted with dichloromethane, and washed with water. The organic layer was dried over magnesium sulfate, filtered and evaporated to afford cru... Reactants: O=C([O-])[O-], CCOC(=O)C(C)(C)Br, CN(C)C=O, [K+], [K+], O, Oc1cccc(-c2cccnc2)c1. Product: CCOC(=O)C(C)(C)Oc1cccc(-c2cccnc2)c1. As a reaction SMILES: [C:14](=[O:15])([O-:16])[O-:17].[CH2:20]([CH3:21])[O:22][C:23]([C:24]([CH3:25])([CH3:26])[Br:27])=[O:28].[CH3:29][N:30]([CH3:31])[CH:32]=[O:33].[K+:18].[K+:19].[OH2:34].[OH:1][c:2]1[cH:3][c:4](-[c:8]2[cH:9][n:10][cH:11][cH:12][cH:13]2)[cH:5][cH:6][cH:7]1>>[O:1]([c:2]1[cH:3][c:4](-[c:8]2[cH:9][n:10][cH:11][cH:12][cH:13]2)[cH:5][cH:6][cH:7]1)[C:24]([C:23]([O:22][CH2:20][CH3:21])=[O:28])([CH3:25])[CH3:26].